From a dataset of the Open Reaction Database (ORD), a public repository of structured organic reaction records. describe an organic reaction: reactants, conditions, products, and yield The reactants are CN(C)C=O (DMF), C1(=CC=CC=C1)N1N=NN=C1Cl (1-phenyl-5-chlorotetrazole), C1C(O1)CO (glycidol), [H-].[Na+] (Sodium hydride), ice water, CN(C)C=O (DMF). The solvent is CCCCCC (hexane). Conditions: time 8 hour. The product is O1C(COC2=NN=NN2C2=CC=CC=C2)C1 (2,3-Epoxy-1-[(1-phenyl-5-tetrazolyl)oxy]-propane). RXN SMILES: [H-].[Na+].CN(C=O)C.[C:8]1([N:14]2[C:18](Cl)=[N:17][N:16]=[N:15]2)[CH:13]=[CH:12][CH:11]=[CH:10][CH:9]=1.[CH2:20]1[O:22][CH:21]1[CH2:23][OH:24]>CCCCCC>[O:22]1[CH2:20][CH:21]1[CH2:23][O:24][C:18]1[N:14]([C:8]2[CH:13]=[CH:12][CH:11]=[CH:10][CH:9]=2)[N:15]=[N:16][N:17]=1 |f:0.1|. Reported procedure: Sodium hydride (11.9 g., 0.050 mole), washed free of mineral oil with hexane, was stirred in 1.8 l. of DMF at ice-water temperature while a solution of 72.3 g (0.40 mole) of 1-phenyl-5-chlorotetrazole and 29.6 g. (0.04 mole) of glycidol in 1.8 l. of DMF was added dropwise during 4 hours. The solution was allowed to stand at 25° overnight (16 hours), diluted with 12 l. of H2O and extracted with ethyl acetate. The extracts were washed with water, dried (Na2SO4), and evaporated to give 75.7 g. of p... Reaction SMILES: [CH3:1][O:2][C:3]1[CH:15]=[CH:14][CH:13]=[CH:12][C:4]=1[O:5][CH:6]([CH2:10][CH3:11])[C:7]([OH:9])=[O:8].[Si:16]([O:23][C@H:24]1[CH2:33][C@H:32](O)[C@H:31]2[C:26]([CH:27]=[CH:28][C@H:29]([CH3:52])[C@@H:30]2[CH2:35][CH2:36][C@H:37]2[O:42][C:41](=[O:43])[CH2:40][C@H:39]([O:44][Si:45]([C:48]([CH3:51])([CH3:50])[CH3:49])([CH3:47])[CH3:46])[CH2:38]2)=[CH:25]1)([C:19]([CH3:22])([CH3:21])[CH3:20])([CH3:18])[CH3:17]>>[Si:16]([O:23][C@H:24]1[CH2:33][C@H:32]([O:8][C:7](=[O:9])[CH:6]([O:5][C:4]2[CH:12]=[CH:13][CH:14]=[CH:15][C:3]=2[O:2][CH3:1])[CH2:10][CH3:11])[C@H:31]2[C:26]([CH:27]=[CH:28][C@H:29]([CH3:52])[C@@H:30]2[CH2:35][CH2:36][C@H:37]2[O:42][C:41](=[O:43])[CH2:40][C@H:39]([O:44][Si:45]([C:48]([CH3:51])([CH3:50])[CH3:49])([CH3:46])[CH3:47])[CH2:38]2)=[CH:25]1)([C:19]([CH3:20])([CH3:21])[CH3:22])([CH3:18])[CH3:17]. Product: [Si](C)(C)(C(C)(C)C)O[C@@H]1C=C2C=C[C@@H]([C@@H]([C@H]2[C@H](C1)OC(C(CC)OC1=C(C=CC=C1)OC)=O)CC[C@@H]1C[C@H](CC(O1)=O)O[Si](C)(C)C(C)(C)C)C ((4R,6R)-6-([1S,2S,6S,8S,8aR]-2-{1,2,6,7,8,8a-Hexahydro-6-t-butyldimethylsilyloxy-8-[(2RS)-2-(2-methoxyphenoxy]butyryloxy]-2-methyl-1-naphthyl}ethyl)tetrahydro-4-t-butyldimethylsilyloxy-2H-pyran-2-one). Isolated yield 96.4%. Procedure details: A procedure similar to that described in Example 1, above, was followed, but using 0.42 g of (2RS)-2-(2-methoxyphenoxy)butyric acid and 1.0 g of (4R,6R)-6-{(1S,2S,6S,8S,8aR)-2-[1,2,6,7,8,8a-hexahydro-6-t-butyldimethylsilyloxy-8-hydroxy-2-methyl-1-naphthyl]ethyl}tetrahydro-4-t-butyldimethylsilyloxy-2H-pyran-2-one [prepared as described in Example B, above], to give 1.30 g of the title compound as a colorless foam. The reactants are COC1=C(OC(C(=O)O)CC)C=CC=C1 ((2RS)-2-(2-methoxyphenoxy)butyric acid), [Si](C)(C)(C(C)(C)C)O[C@@H]1C=C2C=C[C@@H]([C@@H]([C@H]2[C@H](C1)O)CC[C@@H]1C[C@H](CC(O1)=O)O[Si](C)(C)C(C)(C)C)C ((4R,6R)-6-{(1S,2S,6S,8S,8aR)-2-[1,2,6,7,8,8a-hexahydro-6-t-butyldimethylsilyloxy-8-hydroxy-2-methyl-1-naphthyl]ethyl}tetrahydro-4-t-butyldimethylsilyloxy-2H-pyran-2-one). The reactants are OC=1C=C(C=O)C=CC1O (3,4-dihydroxybenzaldehyde), quaternary ammonium, C(Cl)Cl (methylene chloride). Yields the product C1=CC2=C(C=C1C=O)OCO2 (piperonal). The yield is 70.0%. RXN SMILES: [OH:1][C:2]1[CH:3]=[C:4]([CH:7]=[CH:8][C:9]=1[OH:10])[CH:5]=[O:6].[CH2:11](Cl)Cl>>[CH:7]1[C:4]([CH:5]=[O:6])=[CH:3][C:2]2[O:1][CH2:11][O:10][C:9]=2[CH:8]=1. Reported procedure: One process for preparing piperonal from 3,4-dihydroxybenzaldehyde comprises reacting 3,4-dihydroxybenzaldehyde with methylene chloride and alkali in a non-protic polar solvent such as dimethyl sulfoxide, and gives a 61% yield of piperonal (British Pat. No. 1,097,270). Another process comprises reacting 3,4-dihydroxybenzaldehyde with methylene chloride in aqueous alkali under the influence of an interphasic moving catalyst such as quaternary ammonium compound, and gives a 70-73% yield of piperon... Starting materials: COC(=O)C=1SC=CC1NC(C(F)(F)F)=O (3-(2,2,2-Trifluoroacetylamino)thiophene-2-carboxylic acid methyl ester), COCNC(=O)C1CCOCC1 (tetrahydropyran-4-carboxylic acid methoxymethylamide). The product is COC(=O)C=1SC(=CC1NC(C(F)(F)F)=O)C(=O)C1CCOCC1 (5-(Tetrahydropyran-4-carbonyl)-3-(2,2,2-trifluoroacetylamino)thiophene-2-carboxylic acid methyl ester). RXN SMILES: [CH3:1][O:2][C:3]([C:5]1[S:6][CH:7]=[CH:8][C:9]=1[NH:10][C:11](=[O:16])[C:12]([F:15])([F:14])[F:13])=[O:4].COCN[C:21]([CH:23]1[CH2:28][CH2:27][O:26][CH2:25][CH2:24]1)=[O:22]>>[CH3:1][O:2][C:3]([C:5]1[S:6][C:7]([C:21]([CH:23]2[CH2:28][CH2:27][O:26][CH2:25][CH2:24]2)=[O:22])=[CH:8][C:9]=1[NH:10][C:11](=[O:16])[C:12]([F:13])([F:14])[F:15])=[O:4]. Procedure: 3-(2,2,2-Trifluoroacetylamino)thiophene-2-carboxylic acid methyl ester and tetrahydropyran-4-carboxylic acid methoxymethylamide were reacted by method M. The product with the molecular weight of 365.33 (C14H14F3NO5S) was obtained in this way; MS (ESI): 366 (M+H+).